describe an organic reaction: reactants, conditions, products, and yield From a dataset of the Open Reaction Database (ORD), a public repository of structured organic reaction records. Starting materials: C(C)(C)(C)OC(C1=CC=C(C=C1)CN1C=C2C=C(C=CC2=CC1=O)C#CCN1C=NC=C1)=O (4-[7-(3-Imidazol-1-ylprop-1-ynyl)-3-oxo-2H-isoquinolin-2-ylmethyl]benzoic acid tert-butyl ester), FC(C(=O)O)(F)F (trifluoroacetic acid). Run at time 30 minute. Yields the product N1(C=NC=C1)CC#CC=1C=CC2=CC(N(C=C2C1)CC1=CC=C(C(=O)O)C=C1)=O (4-[7-(3-Imidazol-1-ylprop-1-ynyl)-3-oxo-2H-isoquinolin-2-ylmethyl]benzoic acid). RXN SMILES: C([O:5][C:6](=[O:33])[C:7]1[CH:12]=[CH:11][C:10]([CH2:13][N:14]2[C:23](=[O:24])[CH:22]=[C:21]3[C:16]([CH:17]=[C:18]([C:25]#[C:26][CH2:27][N:28]4[CH:32]=[CH:31][N:30]=[CH:29]4)[CH:19]=[CH:20]3)=[CH:15]2)=[CH:9][CH:8]=1)(C)(C)C.FC(F)(F)C(O)=O>>[N:28]1([CH2:27][C:26]#[C:25][C:18]2[CH:19]=[CH:20][C:21]3[C:16]([CH:17]=2)=[CH:15][N:14]([CH2:13][C:10]2[CH:11]=[CH:12][C:7]([C:6]([OH:33])=[O:5])=[CH:8][CH:9]=2)[C:23](=[O:24])[CH:22]=3)[CH:32]=[CH:31][N:30]=[CH:29]1. Procedure: A solution of 4-[7-(3-imidazol-1-ylprop-1-ynyl)-3-oxo-2H-isoquinolin-2-ylmethyl]benzoic acid tert-butyl ester (0.38 g, 0.86 mmol, Example 13A) is treated with trifluoroacetic acid (6 mL) and stirred at room temperature for 30 minutes. The reaction mixture is evaporated to dryness, triturated with ethyl acetate, the solid is collected by filtration, washed with water, washed with ethyl acetate, and dried under house vacuum. This will afford the desired product. The reactants are O=C(c1ccc(Br)c(Cl)c1)N1CCOCC1, COc1ccc(CN(Cc2ccc(OC)cc2)c2ncc(-c3nc(N4CCOCC4)nc4c3CCN4)cn2)cc1, COc1ccc(CN(Cc2ccc(OC)cc2)c2ncc(-c3nc(N4CCOCC4)nc4c3CCN4c3ccc(C(=O)N4CCOCC4)cc3Cl)cn2)cc1. Yields the product Nc1ncc(-c2nc(N3CCOCC3)nc3c2CCN3c2ccc(C(=O)N3CCOCC3)cc2Cl)cn1. RXN SMILES: [Br:41][c:42]1[cH:43][cH:44][c:45]([C:46]([N:47]2[CH2:48][CH2:49][O:50][CH2:51][CH2:52]2)=[O:53])[cH:54][c:55]1[Cl:56].[CH3:1][O:2][c:3]1[cH:4][cH:5][c:6]([CH2:7][N:8]([CH2:9][c:10]2[cH:11][cH:12][c:13]([O:14][CH3:15])[cH:16][cH:17]2)[c:18]2[n:19][cH:20][c:21](-[c:22]3[c:23]4[c:27]([n:28][c:29]([N:30]5[CH2:31][CH2:32][O:33][CH2:34][CH2:35]5)[n:36]3)[NH:26][CH2:25][CH2:24]4)[cH:37][n:38]2)[cH:39][cH:40]1.[CH3:57][O:58][c:59]1[cH:60][cH:61][c:62]([CH2:63][N:64]([c:65]2[n:66][cH:67][c:68](-[c:71]3[c:72]4[c:73]([n:74][c:75]([N:77]5[CH2:78][CH2:79][O:80][CH2:81][CH2:82]5)[n:76]3)[N:83]([c:86]3[c:87]([Cl:100])[cH:88][c:89]([C:92](=[O:93])[N:94]5[CH2:95][CH2:96][O:97][CH2:98][CH2:99]5)[cH:90][cH:91]3)[CH2:84][CH2:85]4)[cH:69][n:70]2)[CH2:101][c:102]2[cH:103][cH:104][c:105]([O:106][CH3:107])[cH:108][cH:109]2)[cH:110][cH:111]1>>[NH2:64][c:65]1[n:66][cH:67][c:68](-[c:71]2[c:72]3[c:73]([n:74][c:75]([N:77]4[CH2:78][CH2:79][O:80][CH2:81][CH2:82]4)[n:76]2)[N:83]([c:86]2[c:87]([Cl:100])[cH:88][c:89]([C:92](=[O:93])[N:94]4[CH2:95][CH2:96][O:97][CH2:98][CH2:99]4)[cH:90][cH:91]2)[CH2:84][CH2:85]3)[cH:69][n:70]1. Reactants: [Br-], CCCc1nc2ccc(C=CC(=O)OCC)cc2c(-c2ccc(C)cc2)c1CNC(=O)OC(C)(C)C, CS(C)=O, C[S+](C)(C)=O, [Cl-], [H-], [NH4+], [Na+]. The product is CCCc1nc2ccc(C3CC3C(=O)OCC)cc2c(-c2ccc(C)cc2)c1CNC(=O)OC(C)(C)C. As a reaction SMILES: [Br-:3].[C:9]([CH3:10])([CH3:11])([CH3:12])[O:13][C:14](=[O:15])[NH:16][CH2:17][c:18]1[c:19]([CH2:42][CH2:43][CH3:44])[n:20][c:21]2[cH:22][cH:23][c:24]([CH:35]=[CH:36][C:37](=[O:38])[O:39][CH2:40][CH3:41])[cH:25][c:26]2[c:27]1-[c:28]1[cH:29][cH:30][c:31]([CH3:34])[cH:32][cH:33]1.[CH3:47][S:48](=[O:49])[CH3:50].[CH3:4][S+:5]([CH3:6])([CH3:7])=[O:8].[Cl-:45].[H-:1].[NH4+:46].[Na+:2]>>[CH2:4]1[CH:35]([c:24]2[cH:23][cH:22][c:21]3[n:20][c:19]([CH2:42][CH2:43][CH3:44])[c:18]([CH2:17][NH:16][C:14]([O:13][C:9]([CH3:10])([CH3:11])[CH3:12])=[O:15])[c:27](-[c:28]4[cH:29][cH:30][c:31]([CH3:34])[cH:32][cH:33]4)[c:26]3[cH:25]2)[CH:36]1[C:37](=[O:38])[O:39][CH2:40][CH3:41]. Reactants: [Al+3], C1CCOC1, O=C(O)c1ccnc(Cl)c1, [H-], [H-], [H-], [H-], [Li+]. Yields the product OCc1ccnc(Cl)c1. Reaction SMILES: [Al+3:12].[CH2:17]1[O:18][CH2:19][CH2:20][CH2:21]1.[Cl:1][c:2]1[n:3][cH:4][cH:5][c:6]([C:8](=[O:9])[OH:10])[cH:7]1.[H-:11].[H-:14].[H-:15].[H-:16].[Li+:13]>>[Cl:1][c:2]1[n:3][cH:4][cH:5][c:6]([CH2:8][OH:9])[cH:7]1. Reactants: [Al+3], Cc1cc(C#N)cc(C)c1Oc1nc(Nc2ccc(C#N)cc2)nc2ccn(Cc3ccccc3)c12, [Cl-], [Cl-], [Cl-], Clc1ccccc1Cl. The product is Cc1cc(C#N)cc(C)c1Oc1nc(Nc2ccc(C#N)cc2)nc2cc[nH]c12. As a reaction SMILES: [Al+3:38].[CH2:1]([c:2]1[cH:3][cH:4][cH:5][cH:6][cH:7]1)[n:8]1[cH:9][cH:10][c:11]2[n:12][c:13]([NH:28][c:29]3[cH:30][cH:31][c:32]([C:35]#[N:36])[cH:33][cH:34]3)[n:14][c:15]([O:17][c:18]3[c:19]([CH3:27])[cH:20][c:21]([C:22]#[N:23])[cH:24][c:25]3[CH3:26])[c:16]12.[Cl-:37].[Cl-:39].[Cl-:40].[Cl:41][c:42]1[c:43]([Cl:44])[cH:45][cH:46][cH:47][cH:48]1>>[nH:8]1[cH:9][cH:10][c:11]2[n:12][c:13]([NH:28][c:29]3[cH:30][cH:31][c:32]([C:35]#[N:36])[cH:33][cH:34]3)[n:14][c:15]([O:17][c:18]3[c:19]([CH3:27])[cH:20][c:21]([C:22]#[N:23])[cH:24][c:25]3[CH3:26])[c:16]12. Starting materials: N-butyl alcohol, C1([N+](=O)[O-])=CC([N+](=O)[O-])=CC([N+](=O)[O-])=C1O (picric acid), C(C(C)C)C(=O)C (methyl isobutyl ketone), kerosene, [N+](=O)([O-])C1=CC=CC=C1 (nitrobenzene). The reagents and catalysts are [Fe] (iron). Run at time 24 hour. Yields the product CC(C)(C)CCCCCCCN (Primene 81R). RXN SMILES: [C:1]1([C:15](O)=[C:11]([N+]([O-])=O)[CH:10]=[C:6]([N+:7]([O-])=O)[CH:5]=1)[N+]([O-])=O.[N+]([C:20]1C=CC=CC=1)([O-])=O.[CH2:26](C(C)=O)[CH:27]([CH3:29])[CH3:28]>[Fe]>[CH3:26][C:27]([CH2:29][CH2:10][CH2:11][CH2:15][CH2:1][CH2:5][CH2:6][NH2:7])([CH3:20])[CH3:28]. Procedure: Dissolve the picric acid in the methyl isobutyl ketone; add the N-butyl alcohol and elemental iron. The reaction time during stirring is 24 hours. Add the kerosene, nitrobenzene, and Primene.